Dataset: the Open Reaction Database (ORD), a public repository of structured organic reaction records. Task: describe an organic reaction: reactants, conditions, products, and yield Reactants: C(C1=CC=CC=C1)(=O)C=1C=C(C(=O)N2CC3=C(CC2)OC=C3)C=CC1 (5-(3-benzoylbenzoyl)-4,5,6,7-tetrahydrofuro[3,2-c]pyridine), CNC (dimethylamine), C=O (formaldehyde). The solvent is C(C)(=O)O (acetic acid). Reaction conditions: temperature 100 celsius, time 60 minute. The product is CN(C)CC1=CC=2CN(CCC2O1)C(C1=CC(=CC=C1)C(C1=CC=CC=C1)=O)=O (N,N-dimethyl-[5-(3-benzoylbenzoyl)-4,5,6,7-tetrahydrofuro[3,2-c]pyridin-2-ylmethyl]amine). As a reaction SMILES: [C:1]([C:9]1[CH:10]=[C:11]([CH:23]=[CH:24][CH:25]=1)[C:12]([N:14]1[CH2:19][CH2:18][C:17]2[O:20][CH:21]=[CH:22][C:16]=2[CH2:15]1)=[O:13])(=[O:8])[C:2]1[CH:7]=[CH:6][CH:5]=[CH:4][CH:3]=1.[CH3:26][NH:27][CH3:28].[CH2:29]=O>C(O)(=O)C>[CH3:26][N:27]([CH2:29][C:21]1[O:20][C:17]2[CH2:18][CH2:19][N:14]([C:12](=[O:13])[C:11]3[CH:23]=[CH:24][CH:25]=[C:9]([C:1](=[O:8])[C:2]4[CH:3]=[CH:4][CH:5]=[CH:6][CH:7]=4)[CH:10]=3)[CH2:15][C:16]=2[CH:22]=1)[CH3:28]. Procedure details: To a solution of 0.200 g (0.604 mmol) of 5-(3-benzoylbenzoyl)-4,5,6,7-tetrahydrofuro[3,2-c]pyridine in 20 ml of acetic acid, 0.082 ml (0.91 mmol) of 50% aqueous dimethylamine and 0.073 ml (0.73 mmol) of 37% aqueous formaldehyde were added, followed by stirring at 100° C. for 60 minutes. After the solvent was distilled off under reduced pressure, the residual solution was alkalified with 5% aqueous sodium hydrogen carbonate and extracted with dichloromethane 2 times. The combined organic layer wa... The reactants are ClN1C(CCC1=O)=O (N-chlorosuccinimide), C[C@@H]1N(C2=CC=CC=C2C1)C(CC1=NC(=CC(N1)=O)N1CCOCC1)=O (2-{2-[(2S)-2-methyl-2,3-dihydro-1H-indol-1-yl]-2-oxoethyl}-6-(morpholin-4-yl)pyrimidin-4(3H)-one), O (water), ClCCl (dichloromethane). Run in C(Cl)(Cl)Cl (chloroform). Run at time 2 hour. Yields the product ClC=1C(NC(=NC1N1CCOCC1)CC(=O)N1[C@H](CC2=CC=CC=C12)C)=O (5-chloro-2-[2-((S)-2-methyl-2,3-dihydroindol-1-yl)-2-oxoethyl]-6-morpholin-4-yl-3H-pyrimidin-4-one). Yield: 63.0%. Reaction SMILES: [Cl:1]N1C(=O)CCC1=O.[CH3:9][C@H:10]1[CH2:18][C:17]2[C:12](=[CH:13][CH:14]=[CH:15][CH:16]=2)[N:11]1[C:19](=[O:34])[CH2:20][C:21]1[NH:26][C:25](=[O:27])[CH:24]=[C:23]([N:28]2[CH2:33][CH2:32][O:31][CH2:30][CH2:29]2)[N:22]=1.O.ClCCl>C(Cl)(Cl)Cl>[Cl:1][C:24]1[C:25](=[O:27])[NH:26][C:21]([CH2:20][C:19]([N:11]2[C:12]3[C:17](=[CH:16][CH:15]=[CH:14][CH:13]=3)[CH2:18][C@@H:10]2[CH3:9])=[O:34])=[N:22][C:23]=1[N:28]1[CH2:29][CH2:30][O:31][CH2:32][CH2:33]1. Procedure details: 37.6 mg of N-chlorosuccinimide are added to a solution of 100 mg of 2-{2-[(2S)-2-methyl-2,3-dihydro-1H-indol-1-yl]-2-oxoethyl}-6-(morpholin-4-yl)pyrimidin-4(3H)-one in 4 ml of chloroform. The reaction medium is stirred at ambient temperature for 2 hours. 5 ml of water and 20 ml of dichloromethane are added. After settling out, the organic phase is dried over magnesium sulfate, filtered, and then concentrated under reduced pressure. The residue obtained is purified on a silica column, eluent: 99/... Product: NNc1cc2c(nn1)-c1ccccc1CCC2. RXN SMILES: [CH3:19][CH2:20][OH:21].[Cl:1][c:2]1[cH:3][c:4]2[c:5]([n:6][n:7]1)-[c:8]1[c:9]([cH:13][cH:14][cH:15][cH:16]1)[CH2:10][CH2:11][CH2:12]2.[NH2:17][NH2:18]>>[c:2]1([NH:17][NH2:18])[cH:3][c:4]2[c:5]([n:6][n:7]1)-[c:8]1[c:9]([cH:13][cH:14][cH:15][cH:16]1)[CH2:10][CH2:11][CH2:12]2. Starting materials: CCO, Clc1cc2c(nn1)-c1ccccc1CCC2, NN. Run in CCCCCCC (heptane). The yield is 99.0%. Procedure: In a sealed tube are combined 3-dimethylamino-1-(3-{2-methoxy-6-[2-(4-methoxy-phenyl)-ethylamino]-pyrimidin-4-yl}-phenyl)-but-2-en-1-one [147 mg, 0.33 mmol, Intermediate (47) prepared as described in Example 38, Step 1], hydrazine hydrate (200 μL), and EtOH (3 mL). Heated the mixture to 85° C. and stirred for 1.5 hours. The reaction mixture is concentrated to provide an oil which is subjected to flash column chromatography on silica gel eluting with 20 to 60% EtOAc in heptane gradient, to afford... Starting materials: CN(C(=CC(=O)C1=CC(=CC=C1)C1=NC(=NC(=C1)NCCC1=CC=C(C=C1)OC)OC)C)C (3-dimethylamino-1-(3-{2-methoxy-6-[2-(4-methoxy-phenyl)-ethylamino]-pyrimidin-4-yl}-phenyl)-but-2-en-1-one), CCO (EtOH), CCOC(=O)C (EtOAc), CN(C(=CC(=O)C1=CC(=CC=C1)C1=NC(=NC(=C1)NCCC1=CC=C(C=C1)OC)OC)C)C (3-dimethylamino-1-(3-{2-methoxy-6-[2-(4-methoxy-phenyl)-ethylamino]-pyrimidin-4-yl}-phenyl)-but-2-en-1-one), O.NN (hydrazine hydrate). Reaction conditions: temperature 85 celsius, time 1.5 hour. Reaction SMILES: C[N:2](C)[C:3]([CH3:32])=[CH:4][C:5]([C:7]1[CH:12]=[CH:11][CH:10]=[C:9]([C:13]2[CH:18]=[C:17]([NH:19][CH2:20][CH2:21][C:22]3[CH:27]=[CH:26][C:25]([O:28][CH3:29])=[CH:24][CH:23]=3)[N:16]=[C:15]([O:30][CH3:31])[N:14]=2)[CH:8]=1)=O.O.[NH2:35]N.CCO.CCOC(C)=O>CCCCCCC>[CH3:31][O:30][C:15]1[N:16]=[C:17]([NH:19][CH2:20][CH2:21][C:22]2[CH:23]=[CH:24][C:25]([O:28][CH3:29])=[CH:26][CH:27]=2)[CH:18]=[C:13]([C:9]2[CH:10]=[CH:11][CH:12]=[C:7]([C:5]3[NH:35][N:2]=[C:3]([CH3:32])[CH:4]=3)[CH:8]=2)[N:14]=1 |f:1.2|. Yields the product COC1=NC(=CC(=N1)NCCC1=CC=C(C=C1)OC)C1=CC(=CC=C1)C=1NN=C(C1)C ({2-methoxy-6-[3-(5-methyl-2H-pyrazol-3-yl)-phenyl]-pyrimidin-4-yl}-[2-(4-methoxy-phenyl)-ethyl]-amine). Starting materials: IC1=CC=C(C=C1)[N+](=O)[O-] (4-Iodonitrobenzene), [Cl-].[Ca+2].[Cl-] (calcium chloride), C([O-])([O-])=O.[K+].[K+] (potassium carbonate), O=C1NCCN(CC1)C(=O)OC(C)(C)C (tert-butyl 5-oxo-[1,4]diazepan-1-carboxylate). Reagents/catalysts: [Zn] (zinc), [Cu] (copper). The solvent is ClC1=C(C=CC=C1)Cl (1,2-dichlorobenzene), C(C)O (ethanol). The product is NC1=CC=C(C=C1)N1CCN(CCC1=O)C(=O)OCC1=CC=CC=C1 (benzyl 4-(4-aminophenyl)-5-oxo-1,4-diazepan-1-carboxylate). As a reaction SMILES: I[C:2]1[CH:7]=[CH:6][C:5]([N+:8]([O-])=O)=[CH:4][CH:3]=1.[O:11]=[C:12]1[CH2:18][CH2:17][N:16]([C:19]([O:21][C:22]([CH3:25])(C)C)=[O:20])[CH2:15][CH2:14][NH:13]1.C(=O)([O-])[O-].[K+].[K+].[Cl-].[Ca+2].[Cl-]>ClC1C=CC=CC=1Cl.C(O)C.[Cu].[Zn]>[NH2:8][C:5]1[CH:6]=[CH:7][C:2]([N:13]2[C:12](=[O:11])[CH2:18][CH2:17][N:16]([C:19]([O:21][CH2:22][C:25]3[CH:6]=[CH:7][CH:2]=[CH:3][CH:4]=3)=[O:20])[CH2:15][CH2:14]2)=[CH:3][CH:4]=1 |f:2.3.4,5.6.7|. Procedure details: 4-Iodonitrobenzene and tert-butyl 5-oxo-[1,4]diazepan-1-carboxylate were allowed to undergo the reaction in 1,2-dichlorobenzene in the presence of copper powder and potassium carbonate, and then the nitro group was reduced in ethanol using zinc powder and calcium chloride to obtain benzyl 4-(4-aminophenyl)-5-oxo-1,4-diazepan-1-carboxylate. ESI: 340. Reactants: C1(=CC=C(C=C1)S(=O)(=O)O)C (para-toluenesulphonic acid), C(#N)C1=C(C(=O)C(=C(C1=O)Cl)Cl)C#N (DDQ), COC=1C=C(C=CC1OC)CCC (3,4-dimethoxyphenylpropane). The solvent is O1CCOCC1 (dioxane). Conditions: temperature 95 celsius. The product is COC=1C=C(C=CC=O)C=CC1OC (3,4-dimethoxycinnamaldehyde). Yield: 79.0%. RXN SMILES: [CH3:1][O:2][C:3]1[CH:4]=[C:5]([CH2:11][CH2:12][CH3:13])[CH:6]=[CH:7][C:8]=1[O:9][CH3:10].C1(C)C=CC(S(O)(=O)=[O:21])=CC=1.C(C1C(=O)C(Cl)=C(Cl)C(=O)C=1C#N)#N>O1CCOCC1>[CH3:1][O:2][C:3]1[CH:4]=[C:5]([CH:6]=[CH:7][C:8]=1[O:9][CH3:10])[CH:11]=[CH:12][CH:13]=[O:21]. Procedure details: A solution of 3,4-dimethoxyphenylpropane (1 g) in 40 mL of dry dioxane was placed in 100 ml round bottom flask. To this was added a catalytic amount of para-toluenesulphonic acid (0.04 to 0.1 g and 4.5 g of DDQ and finally started refluxing the mixture at 50 to 140° C. for 7 to 16 hrs. The mixture was cooled and the precipitated DDQH2 was filtered and further washed with chloroform. The filtrate and washings were combined and evaporated under reduced pressure. The product was taken in ether (50 ... Reaction SMILES: [CH2:1]([O:8][C:9]([N:11]1[CH2:17][CH2:16][C:15](=[O:18])[N:14]([C@H:19]([C:30]([O:32]C)=[O:31])[CH2:20][CH2:21][O:22][CH2:23][C:24]2[CH:29]=[CH:28][CH:27]=[CH:26][CH:25]=2)[CH2:13][CH2:12]1)=[O:10])[C:2]1[CH:7]=[CH:6][CH:5]=[CH:4][CH:3]=1.[OH-].[Li+:35]>O1CCCC1.CO>[CH2:23]([O:22][CH2:21][CH2:20][C@@H:19]([N:14]1[C:15](=[O:18])[CH2:16][CH2:17][N:11]([C:9]([O:8][CH2:1][C:2]2[CH:7]=[CH:6][CH:5]=[CH:4][CH:3]=2)=[O:10])[CH2:12][CH2:13]1)[C:30]([O-:32])=[O:31])[C:24]1[CH:29]=[CH:28][CH:27]=[CH:26][CH:25]=1.[Li+:35] |f:1.2,3.4,5.6|. Reported procedure: A solution of 2.01 g (4.40 mmol) of 4-((S)-3-benzyloxy-1-methoxycarbonyl-propyl)-5-oxo-[1,4]diazepane-1-carboxylic acid benzyl ester in 12 ml of tetrahydrofuran/methanol (1:1) was treated at 0° C. with 4.43 ml (4.40 mmol) of 1 M aq. lithium hydroxide solution, and kept 3 h at this temperature. The reaction was evaporated, dissolved in acetonitrile and evaporated again (3×) to give 1.94 g (98%) of the titled compound as light yellow foam. MS: 439.2 (M−H−). The product is C(C1=CC=CC=C1)OCC[C@H](C(=O)[O-])N1CCN(CCC1=O)C(=O)OCC1=CC=CC=C1.[Li+] (Lithium (R)-4-benzyloxy-2-(4-benzyloxycarbonyl-7-oxo-[1,4]diazepan-1-yl)-butyrate). Yield: 98.8%. Starting materials: C(C1=CC=CC=C1)OC(=O)N1CCN(C(CC1)=O)[C@@H](CCOCC1=CC=CC=C1)C(=O)OC (4-((S)-3-benzyloxy-1-methoxycarbonyl-propyl)-5-oxo-[1,4]diazepane-1-carboxylic acid benzyl ester), [OH-].[Li+] (lithium hydroxide). Run in O1CCCC1.CO (tetrahydrofuran methanol). Reaction conditions: time 3 hour.